Dataset: the Open Reaction Database (ORD), a public repository of structured organic reaction records. Task: describe an organic reaction: reactants, conditions, products, and yield Reactants: [Br-], CC(=O)CC1(c2ccc(F)cc2)CCN(C(C)c2cccc(Br)c2)C(=O)O1, C[Mg+], Cc1ccccc1. Product: CC(c1cccc(Br)c1)N1CCC(CC(C)(C)O)(c2ccc(F)cc2)OC1=O. As a reaction SMILES: [Br-:28].[Br:1][c:2]1[cH:3][c:4]([CH:8]([CH3:9])[N:10]2[C:11](=[O:27])[O:12][C:13]([CH2:16][C:17]([CH3:18])=[O:19])([c:20]3[cH:21][cH:22][c:23]([F:26])[cH:24][cH:25]3)[CH2:14][CH2:15]2)[cH:5][cH:6][cH:7]1.[CH3:29][Mg+:30].[CH3:31][c:32]1[cH:33][cH:34][cH:35][cH:36][cH:37]1>>[Br:1][c:2]1[cH:3][c:4]([CH:8]([CH3:9])[N:10]2[C:11](=[O:27])[O:12][C:13]([CH2:16][C:17]([CH3:18])([OH:19])[CH3:29])([c:20]3[cH:21][cH:22][c:23]([F:26])[cH:24][cH:25]3)[CH2:14][CH2:15]2)[cH:5][cH:6][cH:7]1. Starting materials: CC(C)(C)OC(=O)NCCn1nc(COc2ccccc2)cc1C(=O)O, CCOC(=O)c1n[nH]c(C(=O)OCC)c1I. Yields the product CCOC(=O)c1nn(CCNC(=O)OC(C)(C)C)c(C(=O)OCC)c1I. As a reaction SMILES: [C:17]([CH3:18])([CH3:19])([CH3:20])[O:21][C:22](=[O:23])[NH:24][CH2:25][CH2:26][n:27]1[c:28]([C:29]([OH:30])=[O:31])[cH:32][c:33]([CH2:34][O:35][c:36]2[cH:37][cH:38][cH:39][cH:40][cH:41]2)[n:42]1.[CH2:1]([CH3:2])[O:3][C:4](=[O:5])[c:6]1[n:7][nH:8][c:9]([C:12](=[O:13])[O:14][CH2:15][CH3:16])[c:10]1[I:11]>>[CH2:1]([CH3:2])[O:3][C:4](=[O:5])[c:6]1[n:7][n:8]([CH2:26][CH2:25][NH:24][C:22]([O:21][C:17]([CH3:18])([CH3:19])[CH3:20])=[O:23])[c:9]([C:12](=[O:13])[O:14][CH2:15][CH3:16])[c:10]1[I:11].